This data is from the Open Reaction Database (ORD), a public repository of structured organic reaction records. The task is: describe an organic reaction: reactants, conditions, products, and yield Reactants: C(C)(C)S (Isopropyl mercaptan), C[C@@H]1N(CCOC1)C1=NC(=NC(=C1)COS(=O)(=O)C)C1=CC=C(C=C1)NC(=O)NC1=CC=CC=C1 (1-[4-[4-[(3S)-3-methylmorpholin-4-yl]-6-(methylsulfonyloxymethyl)pyrimidin-2-yl]phenyl]-3-phenyl-urea). Solvent: C(C)#N (acetonitrile), C(C)#N (acetonitrile), N12CCCCCC2=NCCC1 (1,8-diazabicyclo[5.4.0]undec-7-ene). Run at time 15 minute. The product is C[C@@H]1N(CCOC1)C1=NC(=NC(=C1)CSC(C)C)C1=CC=C(C=C1)NC(=O)NC1=CC=CC=C1 (1-[4-[4-[(3S)-3-Methylmorpholin-4-yl]-6-(propan-2-ylsulfanylmethyl)pyrimidin-2-yl]phenyl]-3-phenyl-urea). RXN SMILES: [CH:1]([SH:4])([CH3:3])[CH3:2].[CH3:5][C@H:6]1[CH2:11][O:10][CH2:9][CH2:8][N:7]1[C:12]1[CH:17]=[C:16]([CH2:18]OS(C)(=O)=O)[N:15]=[C:14]([C:24]2[CH:29]=[CH:28][C:27]([NH:30][C:31]([NH:33][C:34]3[CH:39]=[CH:38][CH:37]=[CH:36][CH:35]=3)=[O:32])=[CH:26][CH:25]=2)[N:13]=1>C(#N)C.N12CCCN=C1CCCCC2>[CH3:5][C@H:6]1[CH2:11][O:10][CH2:9][CH2:8][N:7]1[C:12]1[CH:17]=[C:16]([CH2:18][S:4][CH:1]([CH3:3])[CH3:2])[N:15]=[C:14]([C:24]2[CH:25]=[CH:26][C:27]([NH:30][C:31]([NH:33][C:34]3[CH:39]=[CH:38][CH:37]=[CH:36][CH:35]=3)=[O:32])=[CH:28][CH:29]=2)[N:13]=1. Reported procedure: Isopropyl mercaptan (0.075 mL) was dissolved in acetonitrile (5 mL) and 1,8-diazabicyclo[5.4.0]undec-7-ene (0.12 mL). The reaction was allowed to stir at room temperature for 15 minutes then 1-[4-[4-[(3S)-3-methylmorpholin-4-yl]-6-(methylsulfonyloxymethyl)pyrimidin-2-yl]phenyl]-3-phenyl-urea (228 mg) in acetonitrile (5 mL) added. The reaction was stirred for 30 minutes then concentrated in vacuo. The residue was chromatographed on silica, eluting with 2.5% methanol in DCM, to give the desired co... Reactants: CC(C)(C)OC(=O)N1CCC(N2CCCc3ccccc32)C1, O=C1CCC(=O)N1Br, CN(C)C=O, O. The product is CC(C)(C)OC(=O)N1CCC(N2CCCc3cc(Br)ccc32)C1. As a reaction SMILES: [N:1]1([CH:11]2[CH2:12][N:13]([C:16](=[O:17])[O:18][C:19]([CH3:20])([CH3:21])[CH3:22])[CH2:14][CH2:15]2)[CH2:2][CH2:3][CH2:4][c:5]2[cH:6][cH:7][cH:8][cH:9][c:10]21.[O:23]=[C:24]1[N:25]([Br:30])[C:26](=[O:27])[CH2:28][CH2:29]1.[O:32]=[CH:33][N:34]([CH3:35])[CH3:36].[OH2:31]>>[N:1]1([CH:11]2[CH2:12][N:13]([C:16](=[O:17])[O:18][C:19]([CH3:20])([CH3:21])[CH3:22])[CH2:14][CH2:15]2)[CH2:2][CH2:3][CH2:4][c:5]2[cH:6][c:7]([Br:30])[cH:8][cH:9][c:10]21. Starting materials: COC1=CC=C(CN(C2=NC=C(C=N2)C=2C3=C(N=C(N2)N2CCOCC2)NCC3)CC3=CC=C(C=C3)OC)C=C1 (bis-(4-methoxy-benzyl)-[5-(2-morpholin-4-yl-6,7-dihydro-5H-pyrrolo[2,3-d]pyrimidin-4-yl)-pyrimidin-2-yl]-amine), BrC1=C(C=C(C(=O)NCCC=2C=NC=CC2)C=C1)C (4-bromo-3-methyl-N-(2-pyridin-3-yl-ethyl)-benzamide). Yields the product COC1=CC=C(CN(C2=NC=C(C=N2)C=2C3=C(N=C(N2)N2CCOCC2)N(CC3)C3=C(C=C(C(=O)NCCC=2C=NC=CC2)C=C3)C)CC3=CC=C(C=C3)OC)C=C1 (4-(4-{2-[bis-(4-methoxy-benzyl)-amino]-pyrimidin-5-yl}-2-morpholin-4-yl-5,6-dihydro-pyrrolo[2,3-d]pyrimidin-7-yl)-3-methyl-N-(2-pyridin-3-yl-ethyl)-benzamide). RXN SMILES: [CH3:1][O:2][C:3]1[CH:40]=[CH:39][C:6]([CH2:7][N:8]([CH2:30][C:31]2[CH:36]=[CH:35][C:34]([O:37][CH3:38])=[CH:33][CH:32]=2)[C:9]2[N:14]=[CH:13][C:12]([C:15]3[C:16]4[CH2:29][CH2:28][NH:27][C:17]=4[N:18]=[C:19]([N:21]4[CH2:26][CH2:25][O:24][CH2:23][CH2:22]4)[N:20]=3)=[CH:11][N:10]=2)=[CH:5][CH:4]=1.Br[C:42]1[CH:58]=[CH:57][C:45]([C:46]([NH:48][CH2:49][CH2:50][C:51]2[CH:52]=[N:53][CH:54]=[CH:55][CH:56]=2)=[O:47])=[CH:44][C:43]=1[CH3:59]>>[CH3:38][O:37][C:34]1[CH:33]=[CH:32][C:31]([CH2:30][N:8]([CH2:7][C:6]2[CH:5]=[CH:4][C:3]([O:2][CH3:1])=[CH:40][CH:39]=2)[C:9]2[N:10]=[CH:11][C:12]([C:15]3[C:16]4[CH2:29][CH2:28][N:27]([C:42]5[CH:58]=[CH:57][C:45]([C:46]([NH:48][CH2:49][CH2:50][C:51]6[CH:52]=[N:53][CH:54]=[CH:55][CH:56]=6)=[O:47])=[CH:44][C:43]=5[CH3:59])[C:17]=4[N:18]=[C:19]([N:21]4[CH2:26][CH2:25][O:24][CH2:23][CH2:22]4)[N:20]=3)=[CH:13][N:14]=2)=[CH:36][CH:35]=1. Procedure details: Using bis-(4-methoxy-benzyl)-[5-(2-morpholin-4-yl-6,7-dihydro-5H-pyrrolo[2,3-d]pyrimidin-4-yl)-pyrimidin-2-yl]-amine (70 mg) and 4-bromo-3-methyl-N-(2-pyridin-3-yl-ethyl)-benzamide (62 mg) instead of 4-chloropicolinic acid t-butylamide, in the same manner as Example 1-D-07, a crude product of 4-(4-{2-[bis-(4-methoxy-benzyl)-amino]-pyrimidin-5-yl}-2-morpholin-4-yl-5,6-dihydro-pyrrolo[2,3-d]pyrimidin-7-yl)-3-methyl-N-(2-pyridin-3-yl-ethyl)-benzamide was obtained, and then the PMB groups were remov... Reactants: C(C)(=O)NC(C(=O)OCC)CC1=CC(=CC=C1)C#N (ethyl (2RS)-2-acetylamino-3-(3-cyanophenyl)propanoate), C(O)([O-])=O.[NH4+] (ammonium hydrogen carbonate). Solvent: C(C)#N (acetonitrile), O (water). Run at temperature 20 celsius, time 24 hour. Product: C(C)(=O)N[C@@H](C(=O)OCC)CC1=CC(=CC=C1)C#N (ethyl (2R)-2-acetylamino-3-(3-cyanophenyl)propanoate). The yield is 47.4%. RXN SMILES: [C:1]([NH:4][CH:5]([CH2:11][C:12]1[CH:17]=[CH:16][CH:15]=[C:14]([C:18]#[N:19])[CH:13]=1)[C:6]([O:8][CH2:9][CH3:10])=[O:7])(=[O:3])[CH3:2].C(=O)([O-])O.[NH4+]>O.C(#N)C>[C:1]([NH:4][C@H:5]([CH2:11][C:12]1[CH:17]=[CH:16][CH:15]=[C:14]([C:18]#[N:19])[CH:13]=1)[C:6]([O:8][CH2:9][CH3:10])=[O:7])(=[O:3])[CH3:2] |f:1.2|. Procedure: The process is performed as in Example 2, starting with 11.39 g of ethyl (2RS)-2-acetylamino-3-(3-cyanophenyl)propanoate, 17.39 g of ammonium hydrogen carbonate and 0.1 g of α-chymotrypsin in 200 cm3 of water and 70 cm3 of acetonitrile. After stirring for 24 hours at a temperature in the region of 20° C. and an identical work-up, 5.40 g of ethyl (2R)-2-acetylamino-3-(3-cyanophenyl)propanoate are obtained in the form of a beige-colored solid. (Rf=0.76 in a 40/10/20 by volume mixture of n-butanol/... Reactants: COC=1C=C(C=CC1)N1C(=NC2=CC=CC(=C2C1=O)C)C(C)NC1=C2N=CN(C2=NC=N1)COCC[Si](C)(C)C (3-(3-methoxy-phenyl)-5-methyl-2-{1-[9-(2-trimethylsilanyl-ethoxymethyl)-9H-purin-6-ylamino]-ethyl}-3H-quinazolin-4-one), OC=1C=C(C=CC1)N1C(=NC2=CC=CC(=C2C1=O)C)C(C)NC1=C2N=CNC2=NC=N1 (3-(3-hydroxy-phenyl)-5-methyl-2-[1-(9H-purin-6-ylamino)-ethyl]-3H-quinazolin-4-one). Yields the product COC=1C=C(C=CC1)N1C(=NC2=CC=CC(=C2C1=O)C)C(C)NC1=C2N=CNC2=NC=N1 (3-(3-methoxy-phenyl)-5-methyl-2-{1-[9H-purin-6-ylamino]-ethyl}-3H-quinazolin-4-one). Reaction SMILES: [CH3:1][O:2][C:3]1[CH:4]=[C:5]([N:9]2[C:18](=[O:19])[C:17]3[C:12](=[CH:13][CH:14]=[CH:15][C:16]=3[CH3:20])[N:11]=[C:10]2[CH:21]([NH:23][C:24]2[N:32]=[CH:31][N:30]=[C:29]3[C:25]=2[N:26]=[CH:27][N:28]3COCC[Si](C)(C)C)[CH3:22])[CH:6]=[CH:7][CH:8]=1.OC1C=C(N2C(=O)C3C(=CC=CC=3C)N=C2C(NC2N=CN=C3C=2N=CN3)C)C=CC=1>>[CH3:1][O:2][C:3]1[CH:4]=[C:5]([N:9]2[C:18](=[O:19])[C:17]3[C:12](=[CH:13][CH:14]=[CH:15][C:16]=3[CH3:20])[N:11]=[C:10]2[CH:21]([NH:23][C:24]2[N:32]=[CH:31][N:30]=[C:29]3[C:25]=2[N:26]=[CH:27][NH:28]3)[CH3:22])[CH:6]=[CH:7][CH:8]=1. Procedure: Compound 127 was reacted in accordance with the procedure described above for compound 121 (step D) to provide compound 128. m/z=428 (M+H). The structure of compound 128 is shown below. Reactants: CC(C)(C)[Si](C)(C)Oc1ccc(Nc2ccnn2Cc2ccccc2)cc1, CCOC(C)=O, CCO, O=C[O-], [NH4+], [OH-], [OH-], [Pd+2]. The product is CC(C)(C)[Si](C)(C)Oc1ccc(Nc2ccn[nH]2)cc1. As a reaction SMILES: [CH2:1]([c:2]1[cH:3][cH:4][cH:5][cH:6][cH:7]1)[n:8]1[n:9][cH:10][cH:11][c:12]1[NH:13][c:14]1[cH:15][cH:16][c:17]([O:20][Si:21]([CH3:22])([CH3:23])[C:24]([CH3:25])([CH3:26])[CH3:27])[cH:18][cH:19]1.[CH3:32][CH2:33][O:34][C:35](=[O:36])[CH3:37].[CH3:38][CH2:39][OH:40].[CH:28]([O-:29])=[O:30].[NH4+:31].[OH-:41].[OH-:43].[Pd+2:42]>>[nH:8]1[n:9][cH:10][cH:11][c:12]1[NH:13][c:14]1[cH:15][cH:16][c:17]([O:20][Si:21]([CH3:22])([CH3:23])[C:24]([CH3:25])([CH3:26])[CH3:27])[cH:18][cH:19]1. The reactants are ClC=1C(=C(C(=O)C(C(=O)OCC)=CNC2CC2)C(=C(C1F)F)C)F (ethyl 2-(3-chloro-2,4,5-trifluoro-6-methylbenzoyl)-3-cyclopropylaminoacrylate), [H-].[Na+] (sodium hydride). Product: C1(CC1)N1C=C(C(C2=C(C(=C(C(=C12)Cl)F)F)C)=O)C(=O)OCC (ethyl 1-cyclopropyl-6,7-difluoro-8-chloro-5-methyl-1,4-dihydro-4-oxoquinoline-3-carboxylate). Yield: 18.1%. As a reaction SMILES: [Cl:1][C:2]1[C:3](F)=[C:4]([C:18]([CH3:23])=[C:19]([F:22])[C:20]=1[F:21])[C:5]([C:7](=[CH:13][NH:14][CH:15]1[CH2:17][CH2:16]1)[C:8]([O:10][CH2:11][CH3:12])=[O:9])=[O:6].[H-].[Na+]>>[CH:15]1([N:14]2[C:3]3[C:4](=[C:18]([CH3:23])[C:19]([F:22])=[C:20]([F:21])[C:2]=3[Cl:1])[C:5](=[O:6])[C:7]([C:8]([O:10][CH2:11][CH3:12])=[O:9])=[CH:13]2)[CH2:17][CH2:16]1 |f:1.2|. Reported procedure: Employing ethyl 2-(3-chloro-2,4,5-trifluoro-6-methylbenzoyl)-3-cyclopropylaminoacrylate (410 mg) and 60% sodium hydride (35 mg), the procedure of Reference Example is repeated to give ethyl 1-cyclopropyl-6,7-difluoro-8-chloro-5-methyl-1,4-dihydro-4-oxoquinoline-3-carboxylate (70 mg), as pale yellow powder (recrystallized from dichloromethane-n-haxane), m.p. 153-154° C. The reactants are O=C([O-])[O-], C1COCCN1, CC#N, Clc1csc(Cl)n1, [K+], [K+]. The product is Clc1csc(N2CCOCC2)n1. RXN SMILES: [C:8](=[O:9])([O-:10])[O-:11].[CH2:14]1[CH2:15][O:16][CH2:17][CH2:18][NH:19]1.[CH3:20][C:21]#[N:22].[Cl:1][c:2]1[s:3][cH:4][c:5]([Cl:7])[n:6]1.[K+:12].[K+:13]>>[c:2]1([N:19]2[CH2:14][CH2:15][O:16][CH2:17][CH2:18]2)[s:3][cH:4][c:5]([Cl:7])[n:6]1. The reactants are ClC=1C=CC=2C3=C(N(C2C1)C)C(N(N=C3CO)C3=CC=CC=C3)=O (7-chloro-1-(hydroxymethyl)-5-methyl-3-phenyl-3,5-dihydro-4H-pyridazino[4,5-b]indol-4-one). Reagents/catalysts: [O-2].[O-2].[Mn+4] (manganese dioxide). Solvent: ClCCl (dichloromethane). Conditions: time 24 hour. Yields the product ClC=1C=CC=2C3=C(N(C2C1)C)C(N(N=C3C=O)C3=CC=CC=C3)=O (7-Chloro-5-methyl-4-oxo-3-phenyl-3,5-dihydro-4H-pyridazino[4,5-b]indole-1-carboxaldehyde). Yield: 87.9%. As a reaction SMILES: [Cl:1][C:2]1[CH:3]=[CH:4][C:5]2[C:6]3[C:15]([CH2:16][OH:17])=[N:14][N:13]([C:18]4[CH:23]=[CH:22][CH:21]=[CH:20][CH:19]=4)[C:12](=[O:24])[C:7]=3[N:8]([CH3:11])[C:9]=2[CH:10]=1>ClCCl.[O-2].[O-2].[Mn+4]>[Cl:1][C:2]1[CH:3]=[CH:4][C:5]2[C:6]3[C:15]([CH:16]=[O:17])=[N:14][N:13]([C:18]4[CH:19]=[CH:20][CH:21]=[CH:22][CH:23]=4)[C:12](=[O:24])[C:7]=3[N:8]([CH3:11])[C:9]=2[CH:10]=1 |f:2.3.4|. Procedure: 5.7 g (65.6 mmol) of manganese dioxide are added to a solution of 3.3 g (9.7 mmol) of 7-chloro-1-(hydroxymethyl)-5-methyl-3-phenyl-3,5-dihydro-4H-pyridazino[4,5-b]indol-4-one in 300 ml of dichloromethane and the reaction mixture is stirred for 24 hours at reflux. The mixture is cooled and filtered through a Teflon® membrane, the solid is rinsed with dichloromethane and then the filtrate is concentrated under reduced pressure. 2:88 g (8.53 mmol) of compound are isolated in the form of a white sol... The reactants are C(N)(=N)C1=CC(=NC=C1)OC=1C=C(C2=C(B(OC2CC(=O)OCC)O)C1)C (ethyl 2-(6-(4-carbamimidoylpyridin-2-yloxy)-1-hydroxy-4-methyl-1,3-dihydrobenzo[c][1,2]oxaborol-3-yl)acetate). The solvent is [OH-].[Na+] (NaOH). Run at time 2 hour. Product: C(N)(=N)C1=CC(=NC=C1)OC=1C=C(C2=C(B(OC2CC(=O)O)O)C1)C (2-(6-(4-carbamimidoylpyridin-2-yloxy)-1-hydroxy-4-methyl-1,3-dihydrobenzo[c][1,2]oxaborol-3-yl)acetic acid). Reaction SMILES: [C:1]([C:4]1[CH:9]=[CH:8][N:7]=[C:6]([O:10][C:11]2[CH:12]=[C:13]([CH3:27])[C:14]3[CH:18]([CH2:19][C:20]([O:22]CC)=[O:21])[O:17][B:16]([OH:25])[C:15]=3[CH:26]=2)[CH:5]=1)(=[NH:3])[NH2:2]>[OH-].[Na+]>[C:1]([C:4]1[CH:9]=[CH:8][N:7]=[C:6]([O:10][C:11]2[CH:12]=[C:13]([CH3:27])[C:14]3[CH:18]([CH2:19][C:20]([OH:22])=[O:21])[O:17][B:16]([OH:25])[C:15]=3[CH:26]=2)[CH:5]=1)(=[NH:2])[NH2:3] |f:1.2|. Reported procedure: The crude ethyl 2-(6-(4-carbamimidoylpyridin-2-yloxy)-1-hydroxy-4-methyl-1,3-dihydrobenzo[c][1,2]oxaborol-3-yl)acetate was treated with aqueous NaOH solution (500 mg in 20 mL water). After stirring at room temperature for two hours, the reaction mixture was evaporated, acidified with 1N HCl to pH 3 and then concentrated. HPLC purification gave desired product as white solid. 1H NMR (400 MHz, DMSO-d6) δ 12.4 (b, 1H), 9.54 (m, 3H), 9.20 (b, 1H), 8.38 (d, J=4.8 Hz, 1H), 7.45 (m, 2H), 7.22 (d, J=4.8...